From a dataset of the Open Reaction Database (ORD), a public repository of structured organic reaction records. describe an organic reaction: reactants, conditions, products, and yield Starting materials: BrC1=C(C=C(C=C1)OC)OCOC (1-Bromo-4-methoxy-2-methoxymethoxybenzene), [H-].[Na+] (NaH), COCBr (bromomethyl methyl ether), BrC1=C(C=C(C=C1)OC)O (1-bromo-2-hydroxy-4-methoxybenzene). Run in CN(C)C=O (DMF). Reaction conditions: time 2 hour. Yields the product BrCOC1=C(C=CC=C1)OCOC (1-Bromo-methoxy-2-methoxymethoxybenzene). Isolated yield 97.0%. Reaction SMILES: Br[C:2]1[CH:7]=[CH:6][C:5](OC)=[CH:4][C:3]=1[O:10][CH2:11][O:12][CH3:13].[H-].[Na+].BrC1C=CC(OC)=CC=1O.C[O:27][CH2:28][Br:29]>CN(C=O)C>[Br:29][CH2:28][O:27][C:2]1[CH:7]=[CH:6][CH:5]=[CH:4][C:3]=1[O:10][CH2:11][O:12][CH3:13] |f:1.2|. Reported procedure: 1-Bromo-4-methoxy-2-methoxymethoxybenzene. To a suspension of NaH (2.5 g, 0.06 mol) in dry DMF (100 mL) at 0° C. was added solution of 1-bromo-2-hydroxy-4-methoxybenzene (10.6 g, 0.05 mol). After stirring at 0° C. for 30 min. bromomethyl methyl ether (7.8 g, 0.06 mmol) were dropwise added. The mixture was warmed to room temperature over 20 min. and then stirred for 2 h, it was then quenched cautiously by the addition of cold dilute HCl and extracted with EtOAc. The EtOAc extract was washed succe...